Dataset: the Open Reaction Database (ORD), a public repository of structured organic reaction records. Task: describe an organic reaction: reactants, conditions, products, and yield Starting materials: C1(=CC=CC=C1)S(=O)(=O)C=1C=C(C2=C(C1)C=1CN(CCC1O2)C(=O)OC(C)(C)C)OS(=O)(=O)C(F)(F)F (tert-butyl 8-(phenylsulfonyl)-6-(((trifluoromethyl)sulfonyl)oxy)-3,4-dihydrobenzofuro[3,2-c]pyridine-2(1H)-carboxylate), C(CCC)[Sn](C=C)(CCCC)CCCC (tributyl(vinyl)stannane), [Cl-].[Li+] (lithium chloride). The reagents and catalysts are C1(=CC=CC=C1)P(C1=CC=CC=C1)C1=CC=CC=C1.C1(=CC=CC=C1)P(C1=CC=CC=C1)C1=CC=CC=C1.C1(=CC=CC=C1)P(C1=CC=CC=C1)C1=CC=CC=C1.C1(=CC=CC=C1)P(C1=CC=CC=C1)C1=CC=CC=C1.[Pd] (palladium tetrakis(triphenylphosphine)). The solvent is O1CCOCC1 (1,4-dioxane). Reaction conditions: temperature 100 celsius. Product: C1(=CC=CC=C1)S(=O)(=O)C=1C=C(C2=C(C1)C=1CN(CCC1O2)C(=O)OC(C)(C)C)C=C (tert-butyl 8-(phenylsulfonyl)-6-vinyl-3,4-dihydrobenzofuro[3,2-c]pyridine-2(1H)-carboxylate). Isolated yield 60.7%. As a reaction SMILES: [C:1]1([S:7]([C:10]2[CH:11]=[C:12](OS(C(F)(F)F)(=O)=O)[C:13]3[O:22][C:21]4[CH2:20][CH2:19][N:18]([C:23]([O:25][C:26]([CH3:29])([CH3:28])[CH3:27])=[O:24])[CH2:17][C:16]=4[C:14]=3[CH:15]=2)(=[O:9])=[O:8])[CH:6]=[CH:5][CH:4]=[CH:3][CH:2]=1.[CH2:38]([Sn](CCCC)(CCCC)C=C)[CH2:39]CC.[Cl-].[Li+]>O1CCOCC1.C1(P(C2C=CC=CC=2)C2C=CC=CC=2)C=CC=CC=1.C1(P(C2C=CC=CC=2)C2C=CC=CC=2)C=CC=CC=1.C1(P(C2C=CC=CC=2)C2C=CC=CC=2)C=CC=CC=1.C1(P(C2C=CC=CC=2)C2C=CC=CC=2)C=CC=CC=1.[Pd]>[C:1]1([S:7]([C:10]2[CH:11]=[C:12]([CH:38]=[CH2:39])[C:13]3[O:22][C:21]4[CH2:20][CH2:19][N:18]([C:23]([O:25][C:26]([CH3:27])([CH3:29])[CH3:28])=[O:24])[CH2:17][C:16]=4[C:14]=3[CH:15]=2)(=[O:8])=[O:9])[CH:2]=[CH:3][CH:4]=[CH:5][CH:6]=1 |f:2.3,5.6.7.8.9|. Procedure details: A mixture of tert-butyl 8-(phenylsulfonyl)-6-(((trifluoromethyl)sulfonyl)oxy)-3,4-dihydrobenzofuro[3,2-c]pyridine-2(1H)-carboxylate (200 mg, 0.45 mmol), tributyl(vinyl)stannane (0.11 mL, 0.48 mmol), lithium chloride (45 mg, 1.34 mmol) and palladium tetrakis(triphenylphosphine) (8 mg, 0.01 mmol) was suspended in anhydrous 1,4-dioxane (5 mL). The flask was purged with argon, sealed, and heated to 100° C. for 3 h. The reaction mixture was cooled to ambient temperature, diluted with water, and extra... The reactants are O=C1CCc2c(Br)cccc21, ClC(Cl)Cl, [N-]=[N+]=[N-], [Na+], [Na+], [OH-], O, O=S(=O)(O)O. The product is O=C1CCc2c(Br)cccc2N1. Reaction SMILES: [Br:10][c:11]1[c:12]2[c:16]([cH:17][cH:18][cH:19]1)[C:15](=[O:20])[CH2:14][CH2:13]2.[Cl:24][CH:25]([Cl:26])[Cl:27].[N-:2]=[N+:3]=[N-:4].[Na+:1].[Na+:22].[OH-:21].[OH2:23].[S:5](=[O:6])(=[O:7])([OH:8])[OH:9]>>[NH:2]1[C:15](=[O:20])[CH2:14][CH2:13][c:12]2[c:11]([Br:10])[cH:19][cH:18][cH:17][c:16]21. The reactants are FC1=C(C(=O)CC(=O)OCC)C=C(C(=C1F)F)F (ethyl 2,3,4,5-tetrafluorobenzoylacetate), COC(N(C)C)OC (dimethylformamide dimethyl acetal), C1(CC1)N (cyclopropylamine). The solvent is O1CCCC1 (tetrahydrofuran). Run at temperature 108 celsius. The product is C1(CC1)N1C=C(C(C2=CC(=C(C(=C12)F)F)F)=O)C(=O)OCC (Ethyl 1-cyclopropyl-6,7,8-trifluoro-1,4-dihydro-4-oxo-3-quinolinecarboxylate). Isolated yield 86.5%. As a reaction SMILES: F[C:2]1[C:15]([F:16])=[C:14]([F:17])[C:13]([F:18])=[CH:12][C:3]=1[C:4]([CH2:6][C:7]([O:9][CH2:10][CH3:11])=[O:8])=[O:5].CO[CH:21](OC)[N:22]([CH3:24])C.[CH:27]1(N)C[CH2:28]1>O1CCCC1>[CH:21]1([N:22]2[C:2]3[C:3](=[CH:12][C:13]([F:18])=[C:14]([F:17])[C:15]=3[F:16])[C:4](=[O:5])[C:6]([C:7]([O:9][CH2:10][CH3:11])=[O:8])=[CH:24]2)[CH2:28][CH2:27]1. Reported procedure: A 12 L stirred flask was charged with 4.8 L of tetrahydrofuran, 1584 g of ethyl 2,3,4,5-tetrafluorobenzoylacetate and 834 ml of dimethylformamide dimethyl acetal. After establishing a nitrogen atmosphere, this mixture was heated to reflux for 1 hour and then stirred at ambient temperature for four hours. The mixture was cooled and maintained at 4°-5° C. while adding 438 ml of cyclopropylamine over a period of 35 minutes. It was then stirred at 3°-5° C. for 1 hour and concentrated in vacuo. The y... The reactants are CC(C)(C)OC(=O)N1CC(=O)C1, c1ccc(CN2CCNCC2)cc1, CC(=O)O, CO. Yields the product CC(C)(C)OC(=O)N1CC(N2CCN(Cc3ccccc3)CC2)C1. RXN SMILES: [C:14](=[O:15])([O:16][C:17]([CH3:18])([CH3:19])[CH3:20])[N:21]1[CH2:22][C:23](=[O:25])[CH2:24]1.[CH2:1]([c:2]1[cH:3][cH:4][cH:5][cH:6][cH:7]1)[N:8]1[CH2:9][CH2:10][NH:11][CH2:12][CH2:13]1.[CH3:26][C:27](=[O:28])[OH:29].[CH3:30][OH:31]>>[CH2:1]([c:2]1[cH:3][cH:4][cH:5][cH:6][cH:7]1)[N:8]1[CH2:9][CH2:10][N:11]([CH:23]2[CH2:22][N:21]([C:14](=[O:15])[O:16][C:17]([CH3:18])([CH3:19])[CH3:20])[CH2:24]2)[CH2:12][CH2:13]1. The reactants are COc1ccc([N+](=O)[O-])c(C2OCCO2)c1OC, CC(=O)[O-], CCCCCC, CCOC(C)=O, [Na+], O=[Pt]. Product: COc1ccc(N)c(C2OCCO2)c1OC. Reaction SMILES: [CH2:1]1[CH2:2][O:3][CH:4]([c:5]2[c:6]([O:16][CH3:17])[c:7]([O:14][CH3:15])[cH:8][cH:9][c:10]2[N+:11]([O-:12])=[O:13])[O:18]1.[CH3:20][C:21](=[O:22])[O-:23].[CH3:24][CH2:25][CH2:26][CH2:27][CH2:28][CH3:29].[CH3:30][CH2:31][O:32][C:33](=[O:34])[CH3:35].[Na+:19].[Pt:36]=[O:37]>>[CH2:1]1[CH2:2][O:3][CH:4]([c:5]2[c:6]([O:16][CH3:17])[c:7]([O:14][CH3:15])[cH:8][cH:9][c:10]2[NH2:11])[O:18]1. Reactants: Cl[Sn]Cl (SnCl2), ClC=1C=CC(=C(N)C1)C(C1=CC=C(C=C1)F)=O (5-chloro-2-(4-fluorobenzoyl)aniline), N(=O)[O-].[Na+] (NaNO2). Solvent: Cl (HCl), Cl (HCl), O (water). Conditions: time 15 minute. Product: ClC1=CC=C2C(=NNC2=C1)C1=CC=C(C=C1)F (6-Chloro-3-(4-fluorophenyl)-1H-indazole). Yield: 50.6%. As a reaction SMILES: [Cl:1][C:2]1[CH:3]=[CH:4][C:5]([C:9](=O)[C:10]2[CH:15]=[CH:14][C:13]([F:16])=[CH:12][CH:11]=2)=[C:6]([CH:8]=1)[NH2:7].[N:18]([O-])=O.[Na+].Cl[Sn]Cl>Cl.O>[Cl:1][C:2]1[CH:8]=[C:6]2[C:5]([C:9]([C:10]3[CH:15]=[CH:14][C:13]([F:16])=[CH:12][CH:11]=3)=[N:18][NH:7]2)=[CH:4][CH:3]=1 |f:1.2|. Procedure details: To solution of 5-chloro-2-(4-fluorobenzoyl)aniline (5 g) in 6M aqueous HCl (25 ml) was added a solution of NaNO2 (2.5 g) in water (5 ml) at 0°-5° C. under stirring during 15 min. After stirring for further 0.5 h at 0° C. a solution of SnCl2 (20 g) in conc. aqueous HCl (25 ml) was added. The reaction mixture was allowed to heat to room temperature and after 0.5 h the precipitate was filtered off and suspended in 2 N aqueous NaOH. The suspension was filtered and dichloromethane was added to the pr...